From a dataset of the Open Reaction Database (ORD), a public repository of structured organic reaction records. describe an organic reaction: reactants, conditions, products, and yield Starting materials: CN(C)C=O, CN(C)c1ccncc1, Cl, O=C(Cl)c1ccco1, O=C1Cc2ccccc2N1c1nccs1. The product is O=C(c1ccco1)C1C(=O)N(c2nccs2)c2ccccc21. As a reaction SMILES: [CH3:25][N:26]([CH3:27])[CH:28]=[O:29].[CH3:30][N:31]([CH3:32])[c:33]1[cH:34][cH:35][n:36][cH:37][cH:38]1.[ClH:24].[o:16]1[c:17]([C:21](=[O:22])[Cl:23])[cH:18][cH:19][cH:20]1.[s:1]1[c:2]([N:6]2[C:7](=[O:15])[CH2:8][c:9]3[cH:10][cH:11][cH:12][cH:13][c:14]32)[n:3][cH:4][cH:5]1>>[s:1]1[c:2]([N:6]2[C:7](=[O:15])[CH:8]([C:21]([c:17]3[o:16][cH:20][cH:19][cH:18]3)=[O:22])[c:9]3[cH:10][cH:11][cH:12][cH:13][c:14]32)[n:3][cH:4][cH:5]1. Reactants: resultant mixture, [N+](=O)([O-])C1=CC=C(COC2=CC=C(C=C2)CC(=O)OCC)C=C1 (ethyl 4-(4-nitrobenzyloxy)phenylacetate), Cl (hydrochloric acid). Solvent: CO (methanol), O1CCOCC1 (1,4-dioxane), aqueous solution, [OH-].[Na+] (sodium hydroxide). The product is [N+](=O)([O-])C1=CC=C(COC2=CC=C(C=C2)CC(=O)O)C=C1 (4-(4-nitrobenzyloxy)phenylacetic acid). Yield: 91.9%. As a reaction SMILES: [N+:1]([C:4]1[CH:23]=[CH:22][C:7]([CH2:8][O:9][C:10]2[CH:15]=[CH:14][C:13]([CH2:16][C:17]([O:19]CC)=[O:18])=[CH:12][CH:11]=2)=[CH:6][CH:5]=1)([O-:3])=[O:2].Cl>CO.O1CCOCC1.[OH-].[Na+]>[N+:1]([C:4]1[CH:5]=[CH:6][C:7]([CH2:8][O:9][C:10]2[CH:15]=[CH:14][C:13]([CH2:16][C:17]([OH:19])=[O:18])=[CH:12][CH:11]=2)=[CH:22][CH:23]=1)([O-:3])=[O:2] |f:4.5|. Procedure: After 3.15 g (10.0 mmol) of ethyl 4-(4-nitrobenzyloxy)phenylacetate were dissolved in a mixed solvent of 50 ml of methanol and 50 ml of 1,4-dioxane, 70 ml of a 1 N aqueous solution of sodium hydroxide were added, and the resultant mixture was stirred at room temperature for 2 hours. After completion of the reaction, the reaction mixture was acidified with diluted hydrochloric acid and extracted with chloroform. The resultant extract was then dried over anhydrous sodium sulfate. After distilling ... Starting materials: C(C)S (ethanethiol), CC(C)([O-])C.[K+] (Potassium tert-butoxide), ice, ClC1=NC=C(C=N1)C(F)(F)F (2-chloro-5-trifluoromethylpyrimidine), resultant mixture. Run in C(OC)COC (dimethoxyethane), C(OC)COC (dimethoxyethane). The product is C(C)SC1=NC=C(C=N1)C(F)(F)F (2-Ethylthio-5-trifluoromethylpyrimidine). As a reaction SMILES: CC(C)([O-])C.[K+].[CH2:7]([SH:9])[CH3:8].Cl[C:11]1[N:16]=[CH:15][C:14]([C:17]([F:20])([F:19])[F:18])=[CH:13][N:12]=1>C(COC)OC>[CH2:7]([S:9][C:11]1[N:16]=[CH:15][C:14]([C:17]([F:20])([F:19])[F:18])=[CH:13][N:12]=1)[CH3:8] |f:0.1|. Reported procedure: Potassium tert-butoxide (8.9 mmol) was added to an ice-cooled solution of ethanethiol (8.9 mmol) in dimethoxyethane (40 ml) and the mixture stirred at room temperature for 10 min before 2-chloro-5-trifluoromethylpyrimidine (8.9 mmol) in dimethoxyethane (10 ml) was added. The resultant mixture was stirred at room temperature for 2 h and at 80° C. for 30 mins. The solvent was then removed at reduced pressure and the residue distilled; yield 1.40 g (76%), b.p. 110°-112° C./40 mmHg. 1H NMR (CDCl3): ...